This data is from the Open Reaction Database (ORD), a public repository of structured organic reaction records. The task is: describe an organic reaction: reactants, conditions, products, and yield Reported procedure: To a stirred solution of 9-1 (7 g, 20.2 mMol) and t-butylcarbamate (2.6 g, 22.3 mMol) in dry acetonitrile (35 mL) was added triethylsilane (29.1 mL, 182 mMol) followed by trifluoroacetic acid (6 mL, 81 mMol). After stirring for 3 hours, the solution was poured into aqueous NaHCO3 and was extracted into ethyl acetate three times. The combined organic layers were washed with water followed by brine. The organic layer was then dried with Na2SO4, filtered, and concentrated in vacuo and purified usin... The product is ClC1=C2C=C(C(=NC2=CC=N1)C1=CC=C(CNC(OC(C)(C)C)=O)C=C1)C1=CC=CC=C1 (tert-butyl 4-(5-chloro-3-phenyl-1,6-naphthyridin-2-yl)benzylcarbamate). The reactants are FC(C(=O)O)(F)F (trifluoroacetic acid), C(=O)(O)[O-].[Na+] (NaHCO3), ClC1=C2C=C(C(=NC2=CC=N1)C1=CC=C(C=O)C=C1)C1=CC=CC=C1 (4-(5-chloro-3-phenyl-1,6-naphthyridin-2-yl)benzaldehyde), C(C)(C)(C)NC([O-])=O (t-butylcarbamate), C(C)[SiH](CC)CC (triethylsilane), C(C)#N (acetonitrile). Reaction conditions: time 3 hour. As a reaction SMILES: [Cl:1][C:2]1[N:11]=[CH:10][CH:9]=[C:8]2[C:3]=1[CH:4]=[C:5]([C:20]1[CH:25]=[CH:24][CH:23]=[CH:22][CH:21]=1)[C:6]([C:12]1[CH:19]=[CH:18][C:15](C=O)=[CH:14][CH:13]=1)=[N:7]2.[C:26](NC(=O)[O-])([CH3:29])([CH3:28])[CH3:27].C([SiH](CC)CC)C.FC(F)(F)[C:43]([OH:45])=[O:44].C([O-])(O)=O.[Na+].[C:53](#[N:55])C>>[Cl:1][C:2]1[N:11]=[CH:10][CH:9]=[C:8]2[C:3]=1[CH:4]=[C:5]([C:20]1[CH:21]=[CH:22][CH:23]=[CH:24][CH:25]=1)[C:6]([C:12]1[CH:13]=[CH:14][C:15]([CH2:53][NH:55][C:43](=[O:44])[O:45][C:26]([CH3:29])([CH3:28])[CH3:27])=[CH:18][CH:19]=1)=[N:7]2 |f:4.5|. Starting materials: C(CCC)(=O)OC1CCN(CC1)C (methyl-4-piperidinyl butyrate), C1CCOC1 (THF), C1CCOC1 (THF), C(C)N1C=C(C2=CC=CC=C12)C(N)=NO (1-Ethylindole-3-ylcarboxamide oxime), A-328200, [H-].[Na+] (sodium hydride). Conditions: temperature 60 celsius, time 30 minute. Yields the product N1(CCCCC1)CCCC1=NC(=NO1)C1=CN(C2=CC=CC=C12)CC (5-[(3-(Piperidino)propyl)]-3-(1-ethyl-1H-indol-3-yl)-1,2,4-oxadiazole). As a reaction SMILES: [CH2:1]([N:3]1[C:11]2[C:6](=[CH:7][CH:8]=[CH:9][CH:10]=2)[C:5]([C:12](=[N:14][OH:15])[NH2:13])=[CH:4]1)[CH3:2].[H-].[Na+].C(O[CH:24]1[CH2:29][CH2:28][N:27]([CH3:30])[CH2:26][CH2:25]1)(=O)CCC.[CH2:31]1[CH2:35]OC[CH2:32]1>>[N:27]1([CH2:30][CH2:32][CH2:31][C:35]2[O:15][N:14]=[C:12]([C:5]3[C:6]4[C:11](=[CH:10][CH:9]=[CH:8][CH:7]=4)[N:3]([CH2:1][CH3:2])[CH:4]=3)[N:13]=2)[CH2:26][CH2:25][CH2:24][CH2:29][CH2:28]1 |f:1.2|. Procedure: 1-Ethylindole-3-ylcarboxamide oxime (200 mg, 0.98 mmol, prepared by the general method of EP-A-328200) was dissolved in anhydrous THF (4 ml) containing 4-A° powdered molecular sieves (300 mg). The mixture was stirred for 30 mins., sodium hydride (80% dispersion in oil) (40 mg, 1.3 mmol) was added and the mixture was heated at 60° C. for 20 min. It was then cooled to RT and a solution of methyl-4-piperidinyl butyrate (364 mg, 1.98 mmol) in THF (2 mol) was added. The resulting mixture was heated a... The reactants are CN, CC[O-], CCO, [Na+], [Na], CCCCCC(O)C=CC1CCC(O)C1CCCCCCC(=O)OC. Product: CCCCCC(O)C=CC1CCC(O)C1CCCCCCC(=O)NC. Reaction SMILES: [CH3:26][NH2:27].[CH3:29][CH2:30][O-:31].[CH3:33][CH2:34][OH:35].[Na+:28].[Na:32].[OH:1][CH:2]1[CH:3]([CH2:16][CH2:17][CH2:18][CH2:19][CH2:20][CH2:21][C:22]([O:24][CH3:23])=[O:25])[CH:4]([CH:7]=[CH:8][CH:9]([CH2:10][CH2:11][CH2:12][CH2:13][CH3:14])[OH:15])[CH2:5][CH2:6]1>>[OH:1][CH:2]1[CH:3]([CH2:16][CH2:17][CH2:18][CH2:19][CH2:20][CH2:21][C:22](=[O:24])[NH:27][CH3:26])[CH:4]([CH:7]=[CH:8][CH:9]([CH2:10][CH2:11][CH2:12][CH2:13][CH3:14])[OH:15])[CH2:5][CH2:6]1. Starting materials: C(C1=CC=CC=C1)OC(C(N(C(=O)OC(C)(C)C)CC(=O)OC(C)(C)C)CC(C)C)=O (N-(t-butyloxycarbonyl)methyl-N-t-butyloxycarbonyl-D,L-leucine benzyl ester), [H][H] (hydrogen). Reagents/catalysts: [C].[Pd] (palladium-carbon). The solvent is CO (methanol). The product is C(C)(C)(C)OC(=O)CN(C(CC(C)C)C(=O)O)C(=O)OC(C)(C)C (N-(t-butyloxycarbonyl)methyl-N-t-butyloxycarbonyl-D,L-leucine). Isolated yield 100.9%. As a reaction SMILES: C([O:8][C:9](=[O:31])[CH:10]([CH2:27][CH:28]([CH3:30])[CH3:29])[N:11]([CH2:19][C:20]([O:22][C:23]([CH3:26])([CH3:25])[CH3:24])=[O:21])[C:12]([O:14][C:15]([CH3:18])([CH3:17])[CH3:16])=[O:13])C1C=CC=CC=1.[H][H]>CO.[C].[Pd]>[C:23]([O:22][C:20]([CH2:19][N:11]([C:12]([O:14][C:15]([CH3:17])([CH3:16])[CH3:18])=[O:13])[CH:10]([C:9]([OH:31])=[O:8])[CH2:27][CH:28]([CH3:30])[CH3:29])=[O:21])([CH3:24])([CH3:25])[CH3:26] |f:3.4|. Procedure: N-(t-butyloxycarbonyl)methyl-N-t-butyloxycarbonyl-D,L-leucine benzyl ester (3.5 g) was dissolved in methanol (25 ml), and 10% palladium-carbon (200 mg) was added. The resulting mixture aerated with hydrogen was allowed to react at room temperature for 3 h, filtered and concentrated under reduced pressure to remove the solvent to give a white foam-like solid (2.8 g, 100%), which was directly used for the next reaction. The reagents and catalysts are [Fe] (iron). Yields the product NC1=CC(=C(OC2=NC=NC(=C2)NC(=O)N2CCCC2)C=C1)Cl (4-(4-Amino-2-chlorophenoxy)-6-[(pyrrolidin-1-yl)carbonylamino]pyrimidine). Procedure details: 4-Amino-6-(2-chloro-4-nitropenoxy)pyrimidine (230 mg) was dissolved in tetrahydrofuran (5 ml) under a nitrogen atmosphere, and then triethylamine (0.24 ml) and phenyl chloroformate (0.216 ml) were added dropwise thereto while cooling in an ice bath, followed by stirring at room temperature for 1 hr. Pyrrolidine (0.507 ml) was added thereto, followed by stirring for another 1 hr. The reaction mixture was partitioned between ethyl acetate and a saturated aqueous solution of ammonium chloride. The ... Run at time 1 hour. Reactants: ClC(=O)OC1=CC=CC=C1 (phenyl chloroformate), [Cl-].[NH4+] (ammonium chloride), NC1=NC=NC(=C1)OC1=C(C=C(C=C1)[N+](=O)[O-])Cl (4-Amino-6-(2-chloro-4-nitropenoxy)pyrimidine), N1CCCC1 (Pyrrolidine). The solvent is C(C)N(CC)CC (triethylamine), O (water), C(C)O (ethanol), O1CCCC1 (tetrahydrofuran). As a reaction SMILES: [NH2:1][C:2]1[CH:7]=[C:6]([O:8][C:9]2[CH:14]=[CH:13][C:12]([N+:15]([O-])=O)=[CH:11][C:10]=2[Cl:18])[N:5]=[CH:4][N:3]=1.Cl[C:20](OC1C=CC=CC=1)=[O:21].[NH:29]1[CH2:33][CH2:32][CH2:31][CH2:30]1.[Cl-].[NH4+]>O1CCCC1.[Fe].O.C(O)C.C(N(CC)CC)C>[NH2:15][C:12]1[CH:13]=[CH:14][C:9]([O:8][C:6]2[CH:7]=[C:2]([NH:1][C:20]([N:29]3[CH2:33][CH2:32][CH2:31][CH2:30]3)=[O:21])[N:3]=[CH:4][N:5]=2)=[C:10]([Cl:18])[CH:11]=1 |f:3.4|. The yield is 51.0%.